This data is from the Open Reaction Database (ORD), a public repository of structured organic reaction records. The task is: describe an organic reaction: reactants, conditions, products, and yield Starting materials: CC1(CCN2C(O1)=NC(=C2)[N+](=O)[O-])CO ((7-methyl-2-nitro-6,7-dihydro-5H-imidazo[2,1-b][1,3]oxazin-7-yl)methanol), IC1=CC=C(CBr)C=C1 (4-iodobenzyl bromide), [H-].[Na+] (NaH). The product is IC1=CC=C(COCC2(CCN3C(O2)=NC(=C3)[N+](=O)[O-])C)C=C1 (7-{[(4-iodobenzyl)oxy]methyl}-7-methyl-2-nitro-6,7-dihydro-5H-imidazo[2,1-b][1,3]oxazine). Isolated yield 54.0%. Reaction SMILES: [CH3:1][C:2]1([CH2:14][OH:15])[O:7][C:6]2=[N:8][C:9]([N+:11]([O-:13])=[O:12])=[CH:10][N:5]2[CH2:4][CH2:3]1.[I:16][C:17]1[CH:24]=[CH:23][C:20]([CH2:21]Br)=[CH:19][CH:18]=1.[H-].[Na+]>>[I:16][C:17]1[CH:24]=[CH:23][C:20]([CH2:21][O:15][CH2:14][C:2]2([CH3:1])[O:7][C:6]3=[N:8][C:9]([N+:11]([O-:13])=[O:12])=[CH:10][N:5]3[CH2:4][CH2:3]2)=[CH:19][CH:18]=1 |f:2.3|. Procedure details: Alkylation of oxazine alcohol 149 (see Example 2OO) with 4-iodobenzyl bromide (1.7 equiv.) and NaH (1.9 equiv.) as in Example 2UU above for 3 h, followed by chromatography of the product on silica gel, eluting with CH2Cl2 (foreruns) and then with 1% EtOAc/CH2Cl2, gave 7-{[(4-iodobenzyl)oxy]methyl}-7-methyl-2-nitro-6,7-dihydro-5H-imidazo[2,1-b][1,3]oxazine (156) (54%) as a cream solid: mp (CH2Cl2/pentane) 130-132° C.; 1H NMR (CDCl3) δ 7.67 (dt, J=8.3, 2.0 Hz, 2H), 7.39 (s, 1H), 6.99 (br d, J=8.3 ... The reactants are FC=1C=C(C(=O)N(C)OC)C=CC1OC (3-fluoro-4,N-dimethoxy-N-methyl-benzamide), BrC1=CC(=C(C=C1)OC)OCC (4-bromo-2-ethoxy-1-methoxy-benzene), C(CCC)[Li] (n-butyllitium), CCCCCC (hexane). The solvent is C1CCOC1 (THF), C1CCOC1 (THF), O (water), C(C)(C)O (isopropanol). Reaction conditions: time 20 minute. Product: C(C)OC=1C=C(C=CC1OC)C(=O)C1=CC(=C(C=C1)OC)F ((3-ethoxy-4-methoxy-phenyl) -(3-fluoro-4-methoxy-phenyl)-methanone). The yield is 44.2%. Reaction SMILES: Br[C:2]1[CH:7]=[CH:6][C:5]([O:8][CH3:9])=[C:4]([O:10][CH2:11][CH3:12])[CH:3]=1.C([Li])CCC.CCCCCC.[F:24][C:25]1[CH:26]=[C:27]([CH:34]=[CH:35][C:36]=1[O:37][CH3:38])[C:28](N(OC)C)=[O:29]>C1COCC1.O.C(O)(C)C>[CH2:11]([O:10][C:4]1[CH:3]=[C:2]([C:28]([C:27]2[CH:34]=[CH:35][C:36]([O:37][CH3:38])=[C:25]([F:24])[CH:26]=2)=[O:29])[CH:7]=[CH:6][C:5]=1[O:8][CH3:9])[CH3:12]. Procedure: To a solution of 4-bromo-2-ethoxy-1-methoxy-benzene (0.67 g, 2.9 mmol) in THF (10 mL) was added a solution of n-butyllitium in hexane (1.1 mL, 2.5 N, 2.8 mmol) at −78° C. and kept for 20 min. To the mixture was added a solution of 3-fluoro-4,N-dimethoxy-N-methyl-benzamide (0.56 g, 2.6 mmol) in THF (4 mL) at −78° C. After 2 h, isopropanol (1 mL) and water (30 mL) was added to the mixture, and the cold bath was removed. The mixture was stirred at room temperature for 20 min. The mixture was extrac... Reactants: 1-benzoyl-4-keto-1,2,2a,3,4,5-hexahydrobenz[d]indole, Cl (hydrochloric acid), Cl (hydrochloric acid), C(C1=CC=CC=C1)(=O)N1CC2C=3C(=CC=CC13)CC(C2)N (1-benzoyl-4-amino-1,2,2a,3,4,5-hexahydrobenz[cd]indole), primary amine, 14N ammonium hydroxide, C(C1=CC=CC=C1)(=O)N1CC2C=3C(=CC=CC13)CC(C2)N(CCC)CCC (1-benzoyl-4-(di-n-propyl)amino-1,2,2a,3,4,5-hexahydrobenz[cd]indole), C(CC)=O (propionaldehyde), C(C)(=O)[O-].[NH4+] (ammonium acetate), C(#N)[BH3-].[Na+] (sodium cyanoborohydride), C(#N)[BH3-].[Na+] (sodium cyanoborohydride). The solvent is CO (methanol), CO (methanol). Run at time 17 hour. Product: C(CC)N(C1CC=2C=3C(CNC3C=CC2)C1)CCC (4-(di-n-propyl)amino-1,2,2a,3,4,5-hexahydrobenz[cd]indole). RXN SMILES: C([O-])(=O)C.[NH4+].C([BH3-])#N.[Na+].Cl.C(N1C2C=CC=C3CC(N)CC(C=23)C1)(=O)C1C=CC=CC=1.C(=O)CC.C([N:44]1[C:52]2[CH:51]=[CH:50][CH:49]=[C:48]3[CH2:53][CH:54]([N:56]([CH2:60][CH2:61][CH3:62])[CH2:57][CH2:58][CH3:59])[CH2:55][CH:46]([C:47]=23)[CH2:45]1)(=O)C1C=CC=CC=1>CO>[CH2:60]([N:56]([CH2:57][CH2:58][CH3:59])[CH:54]1[CH2:55][CH:46]2[CH2:45][NH:44][C:52]3[CH:51]=[CH:50][CH:49]=[C:48]([C:47]=32)[CH2:53]1)[CH2:61][CH3:62] |f:0.1,2.3|. Procedure details: Four and six-tenths grams of 1-benzoyl-4-keto-1,2,2a,3,4,5-hexahydrobenz[d]indole and 12.4 g. of ammonium acetate were suspended in 400 ml. of methanol. 1.07 g. of sodium cyanoborohydride were added and the resulting mixture stirred at ambient temperature for 17 hours. The reaction mixture was then poured over a mixture of ice and 1N aqueous hydrochloric acid. This mixture was washed with ether and the resulting organic layer discarded. The aqueous layer was then made basic with 14N ammonium hyd... The reactants are N(=O)[O-].[Na+] (sodium nitrite), C([O-])([O-])=O.[Na+].[Na+] (sodium carbonate), NC=1C=CC2=C(CN3C(C(N2C)=O)CCC3)C1 (7-amino-1,2,3,5,10,11a-hexahydro-10-methyl-11H- pyrrolo[2,1-c] [1,4]benzodiazepin-11-one), Cl (hydrochloric acid). Run in O (water), CO (methanol), O (water). Conditions: time 1 hour. Product: COC=1C=CC2=C(CN3C(C(N2C)=O)CCC3)C1 (1,2,3,5,10,11a-Hexahydro-7-methoxy-10-methyl- 11H-pyrrolo[2,1-c] [1,4]benzodiazepin-11-one). Reaction SMILES: N([O-])=O.[Na+].N[C:6]1[CH:7]=[CH:8][C:9]2[N:15]([CH3:16])[C:14](=[O:17])[CH:13]3[CH2:18][CH2:19][CH2:20][N:12]3[CH2:11][C:10]=2[CH:21]=1.Cl.[C:23](=O)([O-])[O-:24].[Na+].[Na+]>O.CO>[CH3:23][O:24][C:6]1[CH:7]=[CH:8][C:9]2[N:15]([CH3:16])[C:14](=[O:17])[CH:13]3[CH2:18][CH2:19][CH2:20][N:12]3[CH2:11][C:10]=2[CH:21]=1 |f:0.1,4.5.6|. Procedure details: A solution of 3.5 g. of sodium nitrite in 30 ml. of water is added over 1 hour at 48°-50°C. to a solution of 11.5 g. of 7-amino-1,2,3,5,10,11a-hexahydro-10-methyl-11H- pyrrolo[2,1-c] [1,4]benzodiazepin-11-one in 20 ml. of concentrated hydrochloric acid and 500 ml. of methanol. The reaction mixture is held at this temperature for 1 hour longer, diluted with an equal volume of water, neutralized with sodium carbonate and concentrated under reduced pressure to remove the methanol. The aqueous resid... The reactants are OC1=C(C=O)C=CC=C1[N+](=O)[O-] (2-hydroxy-3-nitrobenzaldehyde), BrC(C(=O)OC)C(=O)OC (dimethyl 2-bromomalonate), C([O-])([O-])=O.[K+].[K+] (potassium carbonate). Reagents/catalysts: [Br-].C(CCC)[N+](CCCC)(CCCC)CCCC (tetra-n-butylammonium bromide). Solvent: C1(=CC=CC=C1)C (toluene). Product: [N+](=O)([O-])C1=CC=CC=2C=C(OC21)C(=O)OC (methyl 7-nitrobenzofuran-2-carboxylate). Yield: 80.9%. Reaction SMILES: [OH:1][C:2]1[C:9]([N+:10]([O-:12])=[O:11])=[CH:8][CH:7]=[CH:6][C:3]=1[CH:4]=O.Br[CH:14](C(OC)=O)[C:15]([O:17][CH3:18])=[O:16].C(=O)([O-])[O-].[K+].[K+]>[Br-].C([N+](CCCC)(CCCC)CCCC)CCC.C1(C)C=CC=CC=1>[N+:10]([C:9]1[C:2]2[O:1][C:14]([C:15]([O:17][CH3:18])=[O:16])=[CH:4][C:3]=2[CH:6]=[CH:7][CH:8]=1)([O-:12])=[O:11] |f:2.3.4,5.6|. Reported procedure: A mixture of 2-hydroxy-3-nitrobenzaldehyde (4.3 g, 25.7 mmol), dimethyl 2-bromomalonate (5.95 g, 28.3 mmol), potassium carbonate (5.32 g, 38.6 mmol) and tetra-n-butylammonium bromide (0.8 g, 2.5 mmol) in toluene (100 mL) was heated at reflux with a Dean-Start trap for 5 hours. After cooling to room temperature, the mixture was evaporated and purified by silica gel chromatography (dichloromethane) to afford the product methyl 7-nitrobenzofuran-2-carboxylate (4.6 g, yield 81%). 1H NMR (400 MHz, CD... The reactants are C(C)(C)(C)OC(=O)C=1C=C(CN2CN(C3(C2=O)CCN(CC3)C(=O)OCC3=CC=CC=C3)C3=CC=CC=C3)C=CC1 (benzyl 3-(3-(tert-butoxycarbonyl)benzyl)-4-oxo-1-phenyl-1,3,8-triazaspiro[4.5]decane-8-carboxylate). Reagents/catalysts: [Pd] (palladium on carbon). Run in CO (methanol). Reaction conditions: time 2 hour. The product is O=C1N(CN(C12CCNCC2)C2=CC=CC=C2)CC=2C=C(C(=O)OC(C)(C)C)C=CC2 (tert-butyl 3-((4-oxo-1-phenyl-1,3,8-triazaspiro[4.5]decan-3-yl)methyl)benzoate). The yield is 93.0%. As a reaction SMILES: [C:1]([O:5][C:6]([C:8]1[CH:9]=[C:10]([CH:39]=[CH:40][CH:41]=1)[CH2:11][N:12]1[C:16](=[O:17])[C:15]2([CH2:22][CH2:21][N:20](C(OCC3C=CC=CC=3)=O)[CH2:19][CH2:18]2)[N:14]([C:33]2[CH:38]=[CH:37][CH:36]=[CH:35][CH:34]=2)[CH2:13]1)=[O:7])([CH3:4])([CH3:3])[CH3:2]>CO.[Pd]>[O:17]=[C:16]1[C:15]2([CH2:22][CH2:21][NH:20][CH2:19][CH2:18]2)[N:14]([C:33]2[CH:34]=[CH:35][CH:36]=[CH:37][CH:38]=2)[CH2:13][N:12]1[CH2:11][C:10]1[CH:9]=[C:8]([CH:41]=[CH:40][CH:39]=1)[C:6]([O:5][C:1]([CH3:4])([CH3:2])[CH3:3])=[O:7]. Procedure: To a solution of benzyl 3-(3-(tert-butoxycarbonyl)benzyl)-4-oxo-1-phenyl-1,3,8-triazaspiro[4.5]decane-8-carboxylate (1.7 g, 3.06 mmol) in methanol (20 mL), was added 10 wt % palladium on carbon (0.5 g). After stirring under hydrogen at room temperature and atmospheric pressure for 2 hours, the reaction mixture was filtered, washed with methanol, concentrated in vacuo to obtain tert-butyl 3-((4-oxo-1-phenyl-1,3,8-triazaspiro[4.5]decan-3-yl)methyl)benzoate (1.2 g, 94%). Starting materials: Cn1ccnc1, CC1(C)C=Cc2ccc([N+](=O)[O-])cc2O1, CCOC(C)=O, [O-]Cl, [Na+], [Na+], [Na+], O, O=S([O-])([O-])=S. Product: CC1(C)Oc2cc([N+](=O)[O-])ccc2C2OC21O. RXN SMILES: [CH3:16][n:17]1[cH:18][cH:19][n:20][cH:21]1.[CH3:1][C:2]1([CH3:15])[O:3][c:4]2[c:5]([cH:8][cH:9][c:10]([N+:12](=[O:13])[O-:14])[cH:11]2)[CH:6]=[CH:7]1.[CH3:33][CH2:34][O:35][C:36](=[O:37])[CH3:38].[Cl:22][O-:23].[Na+:24].[Na+:30].[Na+:31].[OH2:32].[S:25]([O-:26])(=[O:27])([O-:28])=[S:29]>>[CH3:1][C:2]1([CH3:15])[O:3][c:4]2[c:5]([cH:8][cH:9][c:10]([N+:12](=[O:13])[O-:14])[cH:11]2)[CH:6]2[C:7]1([OH:27])[O:32]2. The reactants are C(C)(=O)C1=NSC=C1C(=O)OCC (ethyl 3-acetyl-4-isothiazolecarboxylate), O.[OH-].[Li+] (lithium hydroxide monohydrate), C([O-])(O)=O.[Na+] (sodium bicarbonate). Solvent: CS(=O)C (DMSO). Yields the product C(C)(=O)C1=NSC=C1C(=O)O (3-acetyl-4-isothiazolecarboxylic acid). As a reaction SMILES: C(=O)(O)[O-].[Na+].[C:6]([C:9]1[C:13]([C:14]([O:16]CC)=[O:15])=[CH:12][S:11][N:10]=1)(=[O:8])[CH3:7].O.[OH-].[Li+]>CS(C)=O>[C:6]([C:9]1[C:13]([C:14]([OH:16])=[O:15])=[CH:12][S:11][N:10]=1)(=[O:8])[CH3:7] |f:0.1,3.4.5|. Procedure: Following generally the procedure of Example 28, ethyl 3-ethyl-4-isothiazolecarboxylate is reacted with NBS and benzoyl peroxide to give ethyl 3-(1-bromoethyl)-4-isothiazolecarboxylate, which is then reacted with sodium bicarbonate and DMSO and the resulting ethyl 3-acetyl-4-isothiazolecarboxylate is treated with lithium hydroxide monohydrate to yield 3-acetyl-4-isothiazolecarboxylic acid. Reactants: C(C)N(C(C)C)C(C)C (N-ethyl-N-(1-methylethyl)-2-propanamine), F[B-](F)(F)F.N1(N=NC2=C1C=CC=C2)OC(=[N+](C)C)N(C)C (N-[(1H-1,2,3-benzotriazol-1-yloxy)(dimethylamino)methylidene]-N-methylmethanaminium tetrafluoroborate), CC(C)(C)OC(=O)NC(C)(C(=O)O)C (N-{[(1,1-dimethylethyl)oxy]carbonyl}-2-methylalanine), C(C)C1=C(C=CC=C1)OC1=CC=C(C=N1)N (6-[(2-ethylphenyl)oxy]-3-pyridinamine), C(C)C1=C(C=CC=C1)OC1=CC=C(C=N1)N (6-[(2-ethylphenyl)oxy]-3-pyridinamine), F[B-](F)(F)F.N1(N=NC2=C1C=CC=C2)OC(=[N+](C)C)N(C)C (N-[(1H-1,2,3-benzotriazol-1-yloxy)(dimethylamino)methylidene]-N-methylmethanaminium tetrafluoroborate). The solvent is CN(C=O)C (N,N-dimethylformamide). Conditions: time 15 minute. The product is C(C)C1=C(C=CC=C1)OC1=CC=C(C=N1)NC(C(C)(C)NC(OC(C)(C)C)=O)=O (1,1-dimethylethyl [2-({6-[(2-ethylphenyl)oxy]-3-pyridinyl}amino)-1,1-dimethyl-2-oxoethyl]carbamate). The yield is 21.7%. Reaction SMILES: [CH3:1][C:2]([O:5][C:6]([NH:8][C:9]([CH3:14])([C:11]([OH:13])=O)[CH3:10])=[O:7])([CH3:4])[CH3:3].C(N(C(C)C)C(C)C)C.F[B-](F)(F)F.N1(OC(N(C)C)=[N+](C)C)C2C=CC=CC=2N=N1.[CH2:46]([C:48]1[CH:53]=[CH:52][CH:51]=[CH:50][C:49]=1[O:54][C:55]1[N:60]=[CH:59][C:58]([NH2:61])=[CH:57][CH:56]=1)[CH3:47]>CN(C)C=O>[CH2:46]([C:48]1[CH:53]=[CH:52][CH:51]=[CH:50][C:49]=1[O:54][C:55]1[N:60]=[CH:59][C:58]([NH:61][C:11](=[O:13])[C:9]([NH:8][C:6](=[O:7])[O:5][C:2]([CH3:1])([CH3:3])[CH3:4])([CH3:10])[CH3:14])=[CH:57][CH:56]=1)[CH3:47] |f:2.3|. Procedure details: In a 8 mL vial N-{[(1,1-dimethylethyl)oxy]carbonyl}-2-methylalanine (208 mg, 1.022 mmol) was dissolved in N,N-dimethylformamide (4 mL) to give a colourless solution. N-ethyl-N-(1-methylethyl)-2-propanamine (0.223 mL, 1.277 mmol) and N-[(1H-1,2,3-benzotriazol-1-yloxy)(dimethylamino)methylidene]-N-methylmethanaminium tetrafluoroborate (328 mg, 1.022 mmol) were added. The reaction mixture was stirred at room temperature for 15 min. 6-[(2-ethylphenyl)oxy]-3-pyridinamine (Intermediate 46, 228 mg) was...